This data is from the Open Reaction Database (ORD), a public repository of structured organic reaction records. The task is: describe an organic reaction: reactants, conditions, products, and yield Reactants: ClC1=NC(=CC(=C1)C1=CNC2=NC=C(C=C21)OC)Cl (3-(2,6-dichloropyridin-4-yl)-5-methoxy-1H-pyrrolo[2,3-b]pyridine), N[C@@H]1CC[C@H](CC1)O (trans-4-aminocyclohexanol). The solvent is C(C)#N (acetonitrile), CCO (EtOH). Product: ClC1=CC(=CC(=N1)N[C@@H]1CC[C@H](CC1)O)C1=CNC2=NC=C(C=C21)OC (trans-4-{[6-chloro-4-(5-methoxy-1H-pyrrolo[2,3-b]pyridin-3-yl)pyridin-2-yl]amino}cyclohexanol). Yield: 40.4%. As a reaction SMILES: Cl[C:2]1[CH:7]=[C:6]([C:8]2[C:16]3[C:11](=[N:12][CH:13]=[C:14]([O:17][CH3:18])[CH:15]=3)[NH:10][CH:9]=2)[CH:5]=[C:4]([Cl:19])[N:3]=1.[NH2:20][C@H:21]1[CH2:26][CH2:25][C@H:24]([OH:27])[CH2:23][CH2:22]1>C(#N)C.CCO>[Cl:19][C:4]1[N:3]=[C:2]([NH:20][C@H:21]2[CH2:26][CH2:25][C@H:24]([OH:27])[CH2:23][CH2:22]2)[CH:7]=[C:6]([C:8]2[C:16]3[C:11](=[N:12][CH:13]=[C:14]([O:17][CH3:18])[CH:15]=3)[NH:10][CH:9]=2)[CH:5]=1. Procedure: A mixture of Example 149e (43.9 mg, 0.146 mmol) and trans-4-aminocyclohexanol (0.337 g, 2.92 mmol) in acetonitrile (1.5 mL) and EtOH (1.5 mL) was heated at 190° C. for 3 hours in a Biotage microwave reactor. The solvent was evaporated. The residue was treated with 5% citric acid and brine, and extracted with EtOAc (2×). The combined organic layers were dried over MgSO4, filtered, concentrated, and purified on a 12 g column using the ISCO Companion flash system eluting with CH2Cl2/EtOAc (5:95) to... RXN SMILES: [Cl:1][C:2]1[N:3]=[C:4]([C:9]([NH:11][C@H:12]2[CH2:17][CH2:16][N:15]([C:18]3[S:19][C:20]([C:26]([O:28][CH2:29][CH3:30])=[O:27])=[C:21]([C:23](O)=[O:24])[N:22]=3)[CH2:14][C@H:13]2[O:31][CH2:32][CH3:33])=[O:10])[NH:5][C:6]=1[CH2:7][CH3:8].[CH:34]1([NH2:37])[CH2:36][CH2:35]1.CCN=C=NCCCN(C)C.Cl.ON1C2C=CC=CC=2N=N1>>[Cl:1][C:2]1[N:3]=[C:4]([C:9]([NH:11][C@H:12]2[CH2:17][CH2:16][N:15]([C:18]3[S:19][C:20]([C:26]([O:28][CH2:29][CH3:30])=[O:27])=[C:21]([C:23](=[O:24])[NH:37][CH:34]4[CH2:36][CH2:35]4)[N:22]=3)[CH2:14][C@H:13]2[O:31][CH2:32][CH3:33])=[O:10])[NH:5][C:6]=1[CH2:7][CH3:8] |f:2.3|. Procedure details: The same operation as in Example (247a) was performed using cis(±)-2-(4-{[(4-chloro-5-ethyl-1H-imidazol-2-yl)carbonyl]amino}-3-ethoxypiperidin-1-yl)-5-(ethoxycarbonyl)-1,3-thiazole-4-carboxylic acid obtained in Example (50a) (300 mg, 0.60 mmol), cyclopropylamine (0.08 mL, 1.20 mmol), WSC hydrochloride (345 mg, 1.80 mmol) and 1-hydroxybenzotriazole (81 mg, 0.60 mmol), to obtain 248 mg of the title compound as a white solid (77%). Yield: 76.7%. Starting materials: ClC=1N=C(NC1CC)C(=O)N[C@@H]1[C@@H](CN(CC1)C=1SC(=C(N1)C(=O)O)C(=O)OCC)OCC (cis(±)-2-(4-{[(4-chloro-5-ethyl-1H-imidazol-2-yl)carbonyl]amino}-3-ethoxypiperidin-1-yl)-5-(ethoxycarbonyl)-1,3-thiazole-4-carboxylic acid), ON1N=NC2=C1C=CC=C2 (1-hydroxybenzotriazole), C1(CC1)N (cyclopropylamine), CCN=C=NCCCN(C)C.Cl (WSC hydrochloride). The product is ClC=1N=C(NC1CC)C(=O)N[C@@H]1[C@@H](CN(CC1)C=1SC(=C(N1)C(NC1CC1)=O)C(=O)OCC)OCC (Ethyl cis(±)-2-(4-{[(4-chloro-5-ethyl-1H-imidazol-2-yl)carbonyl]amino}-3-ethoxypiperidin-1-yl)-4-(cyclopropylcarbamoyl)-1,3-thiazole-5-carboxylate).